This data is from the Open Reaction Database (ORD), a public repository of structured organic reaction records. The task is: describe an organic reaction: reactants, conditions, products, and yield The reactants are [Cl-].[NH4+] (ammonium chloride), BrCCOC1OCCCC1 (2-(2-bromoethoxy)-tetrahydropyran), C([O-])([O-])=O.[Cs+].[Cs+] (cesium carbonate), C(C)OC(=O)C=1C(=C2C(=NN(C2=CC1)C(=O)OC(C)(C)C)\C=C\C1=CC=C(C=C1)F)O (3-[(E)-2-(4-fluorophenyl)-vinyl]-4-hydroxy-1H-indazole-1,5-dicarboxylic acid 1-tert-butyl ester 5-ethyl ester), BrCCOC1OCCCC1 (2-(2-bromoethoxy)-tetrahydropyran), C([O-])([O-])=O.[Cs+].[Cs+] (cesium carbonate), BrCCOC1OCCCC1 (2-(2-bromoethoxy)-tetrahydropyran). The solvent is CN(C=O)C (N,N-dimethylformamide). Conditions: time 30 minute. The product is C(C)OC(=O)C=1C(=C2C(=NN(C2=CC1)C(=O)OC(C)(C)C)\C=C\C1=CC=C(C=C1)F)OCCOC1OCCCC1 (3-[(E)-2-(4-Fluorophenyl)-vinyl]-4-[2-(tetrahydropyran-2-yloxy)-ethoxy]-1H-indazole-1,5-dicarboxylic acid 1-tert-butyl Ester 5-ethyl ester). Isolated yield 56.5%. Reaction SMILES: [CH2:1]([O:3][C:4]([C:6]1[C:7]([OH:31])=[C:8]2[C:12](=[CH:13][CH:14]=1)[N:11]([C:15]([O:17][C:18]([CH3:21])([CH3:20])[CH3:19])=[O:16])[N:10]=[C:9]2/[CH:22]=[CH:23]/[C:24]1[CH:29]=[CH:28][C:27]([F:30])=[CH:26][CH:25]=1)=[O:5])[CH3:2].Br[CH2:33][CH2:34][O:35][CH:36]1[CH2:41][CH2:40][CH2:39][CH2:38][O:37]1.C(=O)([O-])[O-].[Cs+].[Cs+].[Cl-].[NH4+]>CN(C)C=O>[CH2:1]([O:3][C:4]([C:6]1[C:7]([O:31][CH2:33][CH2:34][O:35][CH:36]2[CH2:41][CH2:40][CH2:39][CH2:38][O:37]2)=[C:8]2[C:12](=[CH:13][CH:14]=1)[N:11]([C:15]([O:17][C:18]([CH3:21])([CH3:19])[CH3:20])=[O:16])[N:10]=[C:9]2/[CH:22]=[CH:23]/[C:24]1[CH:29]=[CH:28][C:27]([F:30])=[CH:26][CH:25]=1)=[O:5])[CH3:2] |f:2.3.4,5.6|. Reported procedure: To a solution of 200 mg of 3-[(E)-2-(4-fluorophenyl)-vinyl]-4-hydroxy-1H-indazole-1,5-dicarboxylic acid 1-tert-butyl ester 5-ethyl ester in 13 mL of N,N-dimethylformamide were added 196.5 mg of 2-(2-bromoethoxy)-tetrahydropyran and 306.3 mg of cesium carbonate, stirred for 1 hour and 30 minutes at room temperature, stirred at 50° C. for 17 hours, added with 196.5 mg of 2-(2-bromoethoxy)-tetrahydropyran and 306.3 mg of cesium carbonate, stirred for 3 hours at room temperature and for 2 hours at 5... Yields the product COc1c(C(O)CNC(C)(C)Cc2c(C)cc(C)cc2C)ccc(O)c1O. As a reaction SMILES: [CH3:29][OH:30].[ClH:1].[OH:2][c:3]1[c:4]([O:27][CH3:28])[c:5]([C:10]([CH2:11][NH:12][C:13]([CH2:14][c:15]2[c:16]([CH3:23])[cH:17][c:18]([CH3:22])[cH:19][c:20]2[CH3:21])([CH3:24])[CH3:25])=[O:26])[cH:6][cH:7][c:8]1[OH:9].[Pt:31](=[O:32])=[O:33]>>[OH:2][c:3]1[c:4]([O:27][CH3:28])[c:5]([CH:10]([CH2:11][NH:12][C:13]([CH2:14][c:15]2[c:16]([CH3:23])[cH:17][c:18]([CH3:22])[cH:19][c:20]2[CH3:21])([CH3:24])[CH3:25])[OH:26])[cH:6][cH:7][c:8]1[OH:9]. The reactants are CO, Cl, COc1c(C(=O)CNC(C)(C)Cc2c(C)cc(C)cc2C)ccc(O)c1O, O=[Pt]=O. Reactants: N1C=C(C=2C1=NC=CC2)C=O (1H-Pyrrolo[2,3-b]pyridine-3-carbaldehyde), C(C)(=O)[O-].[NH4+] (ammonium acetate), [N+](=O)([O-])CCCC(=O)OC (methyl 4-nitrobutyrate), C(C)(=O)[O-].[NH4+] (ammonium acetate). Run in C1CCOC1 (THF). The product is COC(CCC(=CC1=CNC2=NC=CC=C21)[N+](=O)[O-])=O (4-Nitro-5-(1H-pyrrolo[2,3-b]pyridin-3-yl)-pent-4-enoic acid methyl ester). As a reaction SMILES: [NH:1]1[C:5]2=[N:6][CH:7]=[CH:8][CH:9]=[C:4]2[C:3]([CH:10]=O)=[CH:2]1.C([O-])(=O)C.[NH4+].[N+:17]([CH2:20][CH2:21][CH2:22][C:23]([O:25][CH3:26])=[O:24])([O-:19])=[O:18]>C1COCC1>[CH3:26][O:25][C:23](=[O:24])[CH2:22][CH2:21][C:20]([N+:17]([O-:19])=[O:18])=[CH:10][C:3]1[C:4]2[C:5](=[N:6][CH:7]=[CH:8][CH:9]=2)[NH:1][CH:2]=1 |f:1.2|. Procedure details: A mixture of 1.47 g (10 mM) of 1H-Pyrrolo[2,3-b]pyridine-3-carbaldehyde (J. Am. Chem. Soc., 1955, 77, 457-459), 77 mg (10 mM) of ammonium acetate and 2.55 mL (20 mM) of methyl 4-nitrobutyrate (Aldrich) was refluxed in 10 mL of THF for 1 hour. An additional 500 mg of ammonium acetate was added and the mixture refluxed for an additional 3 hours. The reaction was cooled to room temperature, the solvent evaporated, and the residue chromatographed on silica using ethyl acetate as the elutant. Appropr... The reactants are [Al+3], ClCCl, C1CCOC1, CO, [H-], [H-], [H-], [H-], [Li+], CCCCCCCCc1ccc(C2(C)CC(N)(C(=O)O)CO2)cc1. The product is CCCCCCCCc1ccc(C2(C)CC(N)(CO)CO2)cc1. Reaction SMILES: [Al+3:2].[CH2:38]([Cl:39])[Cl:40].[CH2:7]1[O:8][CH2:9][CH2:10][CH2:11]1.[CH3:36][OH:37].[H-:1].[H-:4].[H-:5].[H-:6].[Li+:3].[NH2:12][C:13]1([C:33](=[O:34])[OH:35])[CH2:14][O:15][C:16]([c:18]2[cH:19][cH:20][c:21]([CH2:24][CH2:25][CH2:26][CH2:27][CH2:28][CH2:29][CH2:30][CH3:31])[cH:22][cH:23]2)([CH3:32])[CH2:17]1>>[NH2:12][C:13]1([CH2:33][OH:34])[CH2:14][O:15][C:16]([c:18]2[cH:19][cH:20][c:21]([CH2:24][CH2:25][CH2:26][CH2:27][CH2:28][CH2:29][CH2:30][CH3:31])[cH:22][cH:23]2)([CH3:32])[CH2:17]1. The reagents and catalysts are [Pd] (Pd/C). Solvent: CO (methanol), O1CCCC1 (tetrahydrofuran). Procedure: N-(4-Nitrobenzyl)ethanesulfonamide (776 mg, 3.18 mmol) was dissolved in methanol and tetrahydrofuran (1:1, 35 mL). 10% Pd/C (264 mg, 3 equiv) was added to it. The resulting mixture was stirred at room temperature for overnight under H2. TLC showed complete consumption of starting material. The mixture was filtered through celite bed and the filterate was concentrated under reduced pressure. The crude was purified by column chromatography to give N-(4-aminobenzyl)ethanesulfonamide (504 mg, 74%). Starting materials: [N+](=O)([O-])C1=CC=C(CNS(=O)(=O)CC)C=C1 (N-(4-Nitrobenzyl)ethanesulfonamide). Yields the product NC1=CC=C(CNS(=O)(=O)CC)C=C1 (N-(4-aminobenzyl)ethanesulfonamide). As a reaction SMILES: [N+:1]([C:4]1[CH:16]=[CH:15][C:7]([CH2:8][NH:9][S:10]([CH2:13][CH3:14])(=[O:12])=[O:11])=[CH:6][CH:5]=1)([O-])=O>CO.O1CCCC1.[Pd]>[NH2:1][C:4]1[CH:16]=[CH:15][C:7]([CH2:8][NH:9][S:10]([CH2:13][CH3:14])(=[O:12])=[O:11])=[CH:6][CH:5]=1. Conditions: time 8 hour. The yield is 74.0%. Reactants: C(C)(=O)N1N=C(C2=CC=CC=C12)CBr (1-Acetyl-3-bromomethyl-1H-indazole), Cl.C(CC1=CC=CC=C1)C1CCNCC1 (4-phenethylpiperidine hydrochloride), CCN(C(C)C)C(C)C (Hunig's base), C([O-])(O)=O.[Na+] (sodium bicarbonate). Run in C(Cl)Cl (CH2Cl2). Conditions: temperature 20 celsius, time 16 hour. Yields the product C(C)(=O)N1N=C(C2=CC=CC=C12)CN1CCC(CC1)CCC1=CC=CC=C1 (1-acetyl-3-(4-phenethylpiperidin-1-ylmethyl)-1H-indazole). The yield is 13.7%. As a reaction SMILES: [C:1]([N:4]1[C:12]2[C:7](=[CH:8][CH:9]=[CH:10][CH:11]=2)[C:6]([CH2:13]Br)=[N:5]1)(=[O:3])[CH3:2].Cl.[CH2:16]([CH:24]1[CH2:29][CH2:28][NH:27][CH2:26][CH2:25]1)[CH2:17][C:18]1[CH:23]=[CH:22][CH:21]=[CH:20][CH:19]=1.CCN(C(C)C)C(C)C.C(=O)(O)[O-].[Na+]>C(Cl)Cl>[C:1]([N:4]1[C:12]2[C:7](=[CH:8][CH:9]=[CH:10][CH:11]=2)[C:6]([CH2:13][N:27]2[CH2:28][CH2:29][CH:24]([CH2:16][CH2:17][C:18]3[CH:23]=[CH:22][CH:21]=[CH:20][CH:19]=3)[CH2:25][CH2:26]2)=[N:5]1)(=[O:3])[CH3:2] |f:1.2,4.5|. Procedure: 1-Acetyl-3-bromomethyl-1H-indazole (0.50 g, 1.98 mmol) in CH2Cl2 (25 mL) was treated with 4-phenethylpiperidine hydrochloride (0.893 g, 3.96 mmol) and Hunig's base (0.78 g, 5.94 mmol) and the mixture stirred at 20° C. for 16 h. The mixture was poured into saturated aqueous sodium bicarbonate solution (25 mL) and extracted with CH2Cl2 (3×25 mL). The combined organic extracts were dried (MgSO4), concentrated and the residue purified by flash chromatography (0%→10% EtOAc in hexane) to give 1-acetyl... The reactants are BrC1=C(C=CC=C1)O (2-bromophenol), BrCCCCl (1-bromo-3-chloropropane). The product is BrC1=C(C=CC=C1)OCCCCl (1-BROMO-2-(3-CHLOROPROPOXY)BENZENE). As a reaction SMILES: [Br:1][C:2]1[CH:7]=[CH:6][CH:5]=[CH:4][C:3]=1[OH:8].Br[CH2:10][CH2:11][CH2:12][Cl:13]>>[Br:1][C:2]1[CH:7]=[CH:6][CH:5]=[CH:4][C:3]=1[O:8][CH2:10][CH2:11][CH2:12][Cl:13]. Reported procedure: Prepared by Procedure U and Scheme AK using 2-bromophenol and 1-bromo-3-chloropropane.